From a dataset of the Open Reaction Database (ORD), a public repository of structured organic reaction records. describe an organic reaction: reactants, conditions, products, and yield Reactants: C1COCCO1, O=C(Cl)OCc1ccccc1, [Na+], [OH-], O, Oc1ccc2c(c1)C13CCCCC1C(C2)NCC3. Product: O=C(OCc1ccccc1)N1CCC23CCCCC2C1Cc1ccc(O)cc13. RXN SMILES: [CH2:32]1[O:33][CH2:34][CH2:35][O:36][CH2:37]1.[Cl:21][C:22](=[O:23])[O:24][CH2:25][c:26]1[cH:27][cH:28][cH:29][cH:30][cH:31]1.[Na+:20].[OH-:19].[OH2:38].[OH:1][c:2]1[cH:3][cH:4][c:5]2[c:14]([cH:15]1)[C:13]13[CH:8]([CH:7]([CH2:6]2)[NH:18][CH2:17][CH2:16]1)[CH2:9][CH2:10][CH2:11][CH2:12]3>>[OH:1][c:2]1[cH:3][cH:4][c:5]2[c:14]([cH:15]1)[C:13]13[CH:8]([CH:7]([CH2:6]2)[N:18]([C:22](=[O:23])[O:24][CH2:25][c:26]2[cH:27][cH:28][cH:29][cH:30][cH:31]2)[CH2:17][CH2:16]1)[CH2:9][CH2:10][CH2:11][CH2:12]3. The reactants are ClCCCBr, Oc1ccc(C=Cc2cccc(Cl)c2)cc1. Yields the product ClCCCOc1ccc(C=Cc2cccc(Cl)c2)cc1. RXN SMILES: [Br:17][CH2:18][CH2:19][CH2:20][Cl:21].[OH:1][c:2]1[cH:3][cH:4][c:5]([CH:8]=[CH:9][c:10]2[cH:11][c:12]([Cl:16])[cH:13][cH:14][cH:15]2)[cH:6][cH:7]1>>[O:1]([c:2]1[cH:3][cH:4][c:5]([CH:8]=[CH:9][c:10]2[cH:11][c:12]([Cl:16])[cH:13][cH:14][cH:15]2)[cH:6][cH:7]1)[CH2:18][CH2:19][CH2:20][Cl:21]. Starting materials: CCOC(=O)C=CCC1c2ccc(C#N)c(C)c2CCN1C(=O)OC(C)(C)C, CCO, [H][H]. Product: CCOC(=O)CCCC1c2ccc(C#N)c(C)c2CCN1C(=O)OC(C)(C)C. As a reaction SMILES: [C:1](#[N:2])[c:3]1[c:4]([CH3:28])[c:5]2[c:10]([cH:11][cH:12]1)[CH:9]([CH2:13][CH:14]=[CH:15][C:16](=[O:17])[O:18][CH2:19][CH3:20])[N:8]([C:21](=[O:22])[O:23][C:24]([CH3:25])([CH3:26])[CH3:27])[CH2:7][CH2:6]2.[CH3:31][CH2:32][OH:33].[H:29][H:30]>>[C:1](#[N:2])[c:3]1[c:4]([CH3:28])[c:5]2[c:10]([cH:11][cH:12]1)[CH:9]([CH2:13][CH2:14][CH2:15][C:16](=[O:17])[O:18][CH2:19][CH3:20])[N:8]([C:21](=[O:22])[O:23][C:24]([CH3:25])([CH3:26])[CH3:27])[CH2:7][CH2:6]2. Starting materials: C(CCC)[Li] (butyl lithium), CN1N=NN=C1C (1,5-dimethyl-tetrazole), Cl (hydrochloric acid), NC1=C(C(=O)OC)C=C(C=C1)OC (methyl 2-amino-5-methoxybenzoate). Solvent: CCCCCC (hexane), O1CCCC1 (tetrahydrofuran), O (water). Reaction conditions: time 3 hour. Product: NC1=C(C=C(C=C1)OC)C(CC1=NN=NN1C)=O (1-(2-amino-5-methoxyphenyl)-2-(1-methyl-1H-tetrazol-5-yl)ethanone). Reaction SMILES: C([Li])CCC.[CH3:6][N:7]1[C:11]([CH3:12])=[N:10][N:9]=[N:8]1.[NH2:13][C:14]1[CH:23]=[CH:22][C:21]([O:24][CH3:25])=[CH:20][C:15]=1[C:16](OC)=[O:17].Cl>CCCCCC.O1CCCC1.O>[NH2:13][C:14]1[CH:23]=[CH:22][C:21]([O:24][CH3:25])=[CH:20][C:15]=1[C:16](=[O:17])[CH2:12][C:11]1[N:7]([CH3:6])[N:8]=[N:9][N:10]=1. Reported procedure: A solution of butyl lithium in hexane (2.5M, 18.5 ml) was added to a stirred solution of 1,5-dimethyl-tetrazole (4.55 g) in dry tetrahydrofuran (100 ml) at 0°. After 30 minutes methyl 2-amino-5-methoxybenzoate (2.8 g) was added and stirring was continued for 3 hours. The reaction mixture was poured into water (200 ml), acidified with hydrochloric acid (5N) to pH 1, and extracted with dichloromethane (3×100 ml). The extract was dried over anhydrous magnesium sulphate and evaporated. The residue w... The reactants are Cc1cc(CC(OC(=O)N2CCC(N3CCc4ccccc4NC3=O)CC2)C(=O)N2CCC(N3CCN(C)CC3)CC2)cc2cnn(C(=O)OC(C)(C)C)c12, Cl, [K+], [K+], O=C([O-])[O-]. Product: Cc1cc(CC(OC(=O)N2CCC(N3CCc4ccccc4NC3=O)CC2)C(=O)N2CCC(N3CCN(C)CC3)CC2)cc2cn[nH]c12. RXN SMILES: [CH3:1][c:2]1[cH:3][c:4]([CH2:18][CH:19]([C:20](=[O:21])[N:22]2[CH2:23][CH2:24][CH:25]([N:28]3[CH2:29][CH2:30][N:31]([CH3:34])[CH2:32][CH2:33]3)[CH2:26][CH2:27]2)[O:35][C:36](=[O:37])[N:38]2[CH2:39][CH2:40][CH:41]([N:44]3[C:45](=[O:55])[NH:46][c:47]4[c:48]([cH:51][cH:52][cH:53][cH:54]4)[CH2:49][CH2:50]3)[CH2:42][CH2:43]2)[cH:5][c:6]2[cH:7][n:8][n:9]([C:11]([O:12][C:13]([CH3:14])([CH3:15])[CH3:16])=[O:17])[c:10]12.[ClH:62].[K+:56].[K+:57].[O-:58][C:59]([O-:60])=[O:61]>>[CH3:1][c:2]1[cH:3][c:4]([CH2:18][CH:19]([C:20](=[O:21])[N:22]2[CH2:23][CH2:24][CH:25]([N:28]3[CH2:29][CH2:30][N:31]([CH3:34])[CH2:32][CH2:33]3)[CH2:26][CH2:27]2)[O:35][C:36](=[O:37])[N:38]2[CH2:39][CH2:40][CH:41]([N:44]3[C:45](=[O:55])[NH:46][c:47]4[c:48]([cH:51][cH:52][cH:53][cH:54]4)[CH2:49][CH2:50]3)[CH2:42][CH2:43]2)[cH:5][c:6]2[cH:7][n:8][nH:9][c:10]12. Starting materials: O=C[C@H](O)[C@@H](O)[C@H](O)[C@H](O)CO (glucose), OP(=O)(O)[O-].[K+] (KH2PO4), OP(=O)([O-])[O-].[K+].[K+] (K2HPO4), MgSO4.7H2O, NaNO3, FeSO4.7H2O, [Cl-].[K+] (KCl), C(=O)(OCC)C1C(C2=CC=CC=C2CC1)=O (2-carboethoxy-1-tetralone), NN (hydrazine). Product: C(=O)(O)C1(C(C2=CC=CC=C2CC1)=O)C(=O)NN (2-carboxy-1-tetralone hydrazide). As a reaction SMILES: O=C[C@@H]([C@H]([C@@H]([C@@H]([CH2:11][OH:12])O)O)O)O.OP([O-])(O)=O.[K+].OP([O-])([O-])=O.[K+].[K+].[Cl-].[K+].[C:28]([CH:33]1[CH2:42][CH2:41][C:40]2[C:35](=[CH:36][CH:37]=[CH:38][CH:39]=2)[C:34]1=[O:43])([O:30]CC)=[O:29].[NH2:44][NH2:45]>>[C:28]([C:33]1([C:11]([NH:44][NH2:45])=[O:12])[CH2:42][CH2:41][C:40]2[C:35](=[CH:36][CH:37]=[CH:38][CH:39]=2)[C:34]1=[O:43])([OH:30])=[O:29] |f:1.2,3.4.5,6.7|. Procedure: Colletotrichum gloeosporioides is cultured according to the method of Buisson and Azerad (Tet. Lett. 27, 2631-2634 (1986), herein incorporated by reference) in one liter of a medium of glucose (30 grams), KH2PO4 (1 gram), K2HPO4 (2 grams), corn steep liquor (10 grams) MgSO4.7H2O (0.5 gram), NaNO3 (2 grams), FeSO4.7H2O (0.02 gram), and KCl (0.5 gram) with rotary shaking at 25° C. Two grams of 2-carboxy-1-tetralone hydrazide, produced by the reaction of 2-carboethoxy-1-tetralone with hydrazine, is...